Dataset: the Open Reaction Database (ORD), a public repository of structured organic reaction records. Task: describe an organic reaction: reactants, conditions, products, and yield The reactants are C(CCCC)C1C(CCC1)=O (2-pentyl cyclopentanone), [OH-].[Li+] (lithium hydroxide), C(CC)(=O)OCC (ethyl propionate), C(CC)(=O)OCC (ethyl propionate). Conditions: temperature 100 celsius. Yields the product OO (H2O2), C(CC)(=O)OCC (ethyl propionate). The yield is 70.0%. RXN SMILES: C(C1CCCC1=[O:11])CCCC.[OH-:12].[Li+].[C:14]([O:18][CH2:19][CH3:20])(=[O:17])[CH2:15][CH3:16]>>[OH:12][OH:11].[C:14]([O:18][CH2:19][CH3:20])(=[O:17])[CH2:15][CH3:16] |f:1.2|. Procedure: In a three-necked 250 ml flask equipped with a magnetic stirrer and a reflux condenser were introduced 31 g of 2-pentyl cyclopentanone (0.2 mole), 31 g of anhydrous ethyl propionate, and 0.048 g (1 mol %) of anhydrous lithium hydroxide. The mixture was brought to reflux at ca. 100° C. Then 57.5 g (0.22 mole) of an anhydrous 13% w/w hydrogen peroxide solution in ethyl propionate, obtained from extraction of a 70% aqueous H2O2 solution by ethyl propionate, were slowly added over 4 h in the reactor... The reactants are CCN(C(C)C)C(C)C, CC#N, CN1Cc2c(Cl)cc(Cl)cc2C(c2ccc(N)cc2)C1, CCOP(=O)(CCNS(=O)(=O)Cl)OCC. Product: CCOP(=O)(CCNS(=O)(=O)Nc1ccc(C2CN(C)Cc3c(Cl)cc(Cl)cc32)cc1)OCC. As a reaction SMILES: [CH2:36]([N:37]([CH:38]([CH3:39])[CH3:40])[CH:41]([CH3:42])[CH3:43])[CH3:44].[CH3:45][C:46]#[N:47].[Cl:16][c:17]1[cH:18][c:19]2[c:24]([c:25]([Cl:27])[cH:26]1)[CH2:23][N:22]([CH3:28])[CH2:21][CH:20]2[c:29]1[cH:30][cH:31][c:32]([NH2:35])[cH:33][cH:34]1.[Cl:1][S:2](=[O:3])(=[O:4])[NH:5][CH2:6][CH2:7][P:8]([O:9][CH2:10][CH3:11])([O:12][CH2:13][CH3:14])=[O:15]>>[S:2](=[O:3])(=[O:4])([NH:5][CH2:6][CH2:7][P:8]([O:9][CH2:10][CH3:11])([O:12][CH2:13][CH3:14])=[O:15])[NH:35][c:32]1[cH:31][cH:30][c:29]([CH:20]2[c:19]3[cH:18][c:17]([Cl:16])[cH:26][c:25]([Cl:27])[c:24]3[CH2:23][N:22]([CH3:28])[CH2:21]2)[cH:34][cH:33]1. The reactants are C(CN)N (Ethylene diamine), NCCNC1=NC(=C(C=C1)C=1NC=CN1)C1=C(C=C(C=C1)Cl)Cl ((2-aminoethyl)[6-(2,4-dichlorophenyl)-5-imidazolyl(2-pyridyl)]amine), ClC1=CC=C(C(=N1)N)[N+](=O)[O-] (6-chloro-3-nitro-2-pyridylamine), CCN(C(C)C)C(C)C (Hünig's base). Run in CN(C(C)=O)C (N,N-dimethylacetamide). Run at temperature 87.5 celsius, time 12 hour. The product is NC1=C(C=CC(=N1)NCCNC1=NC(=C(C=C1)C=1NC=CN1)C1=C(C=C(C=C1)Cl)Cl)[N+](=O)[O-] ({2-[(6-amino-5-nitro(2-pyridyl))amino]ethyl}[6-(2,4-dichlorophenyl)-5-imidazolyl(2-pyridyl)]amine). Isolated yield 61.0%. Reaction SMILES: [NH2:1][CH2:2][CH2:3][NH:4][C:5]1[CH:10]=[CH:9][C:8]([C:11]2[NH:12][CH:13]=[CH:14][N:15]=2)=[C:7]([C:16]2[CH:21]=[CH:20][C:19]([Cl:22])=[CH:18][C:17]=2[Cl:23])[N:6]=1.Cl[C:25]1[N:30]=[C:29]([NH2:31])[C:28]([N+:32]([O-:34])=[O:33])=[CH:27][CH:26]=1.CCN(C(C)C)C(C)C.C(N)CN>CN(C)C(=O)C>[NH2:31][C:29]1[N:30]=[C:25]([NH:1][CH2:2][CH2:3][NH:4][C:5]2[CH:10]=[CH:9][C:8]([C:11]3[NH:15][CH:14]=[CH:13][N:12]=3)=[C:7]([C:16]3[CH:21]=[CH:20][C:19]([Cl:22])=[CH:18][C:17]=3[Cl:23])[N:6]=2)[CH:26]=[CH:27][C:28]=1[N+:32]([O-:34])=[O:33]. Reported procedure: A mixture of (2-aminoethyl)[6-(2,4-dichlorophenyl)-5-imidazolyl(2-pyridyl)]amine (0.14 M), 6-chloro-3-nitro-2-pyridylamine (0.14 M), N,N-dimethylacetamide (40 ml), and Hünig's base (2.5 ml) was stirred for 12 hours at 85-90° C. under argon. Ethylene diamine (3.8 ml) was added to remove the unreacted chloropyridine, and the mixture was stirred for an additional 0.75-1 hour at 85-90° C. under argon. After cooling, the reaction was diluted with ethyl acetate (500-600 ml), extracted with saturated s... The reactants are C[P+](C)(C)CC#N, CCC#N, CCNC(=O)c1ccc(N2CCNCC2)c(F)c1, CCN(C(C)C)C(C)C, Cl, [I-], O=C1Nc2cc(CO)cnc2N2CCCC12. The product is CCNC(=O)c1ccc(N2CCN(Cc3cnc4c(c3)NC(=O)C3CCCN43)CC2)c(F)c1. Reaction SMILES: [C:37]([CH2:38][P+:39]([CH3:40])([CH3:41])[CH3:42])#[N:43].[C:53](#[N:54])[CH2:55][CH3:56].[CH2:18]([CH3:19])[NH:20][C:21]([c:22]1[cH:23][c:24]([F:34])[c:25]([N:28]2[CH2:29][CH2:30][NH:31][CH2:32][CH2:33]2)[cH:26][cH:27]1)=[O:35].[CH:44]([N:45]([CH2:46][CH3:47])[CH:48]([CH3:49])[CH3:50])([CH3:51])[CH3:52].[ClH:17].[I-:36].[OH:1][CH2:2][c:3]1[cH:4][c:5]2[c:10]([n:11][cH:12]1)[N:9]1[CH:8]([C:7](=[O:16])[NH:6]2)[CH2:15][CH2:14][CH2:13]1>>[CH2:2]([c:3]1[cH:4][c:5]2[c:10]([n:11][cH:12]1)[N:9]1[CH:8]([C:7](=[O:16])[NH:6]2)[CH2:15][CH2:14][CH2:13]1)[N:31]1[CH2:30][CH2:29][N:28]([c:25]2[c:24]([F:34])[cH:23][c:22]([C:21]([NH:20][CH2:18][CH3:19])=[O:35])[cH:27][cH:26]2)[CH2:33][CH2:32]1. Starting materials: Cl.FC1=CC=C(C=C1)C1CCNCC1 (4-(4-fluorophenyl)piperidine hydrochloride), C(C1=CC=CC=C1)N1C(N(C(C(=C1)C)=O)CCCBr)=O (1-benzyl-3-(3-bromopropyl)-5-methyl-1H-pyrimidine-2,4-dione), [I-].[Na+] (sodium iodide), C([O-])([O-])=O.[K+].[K+] (potassium carbonate). Solvent: ClCCl (dichloromethane), O (water), C(C)#N (acetonitrile). Product: C(C1=CC=CC=C1)N1C(N(C(C(=C1)C)=O)CCCN1CCC(CC1)C1=CC=C(C=C1)F)=O (1-benzyl-3-{3-[4-(4-fluorophenyl)piperidin-1-yl]propyl}-5-methyl-1H-pyrimidine-2,4-dione). The yield is 60.9%. Reaction SMILES: Cl.[F:2][C:3]1[CH:8]=[CH:7][C:6]([CH:9]2[CH2:14][CH2:13][NH:12][CH2:11][CH2:10]2)=[CH:5][CH:4]=1.[CH2:15]([N:22]1[CH:27]=[C:26]([CH3:28])[C:25](=[O:29])[N:24]([CH2:30][CH2:31][CH2:32]Br)[C:23]1=[O:34])[C:16]1[CH:21]=[CH:20][CH:19]=[CH:18][CH:17]=1.[I-].[Na+].C(=O)([O-])[O-].[K+].[K+]>C(#N)C.ClCCl.O>[CH2:15]([N:22]1[CH:27]=[C:26]([CH3:28])[C:25](=[O:29])[N:24]([CH2:30][CH2:31][CH2:32][N:12]2[CH2:11][CH2:10][CH:9]([C:6]3[CH:7]=[CH:8][C:3]([F:2])=[CH:4][CH:5]=3)[CH2:14][CH2:13]2)[C:23]1=[O:34])[C:16]1[CH:17]=[CH:18][CH:19]=[CH:20][CH:21]=1 |f:0.1,3.4,5.6.7|. Procedure: A suspension of 4-(4-fluorophenyl)piperidine hydrochloride (105 mg, 0.49 mmol) and 1-benzyl-3-(3-bromopropyl)-5-methyl-1H-pyrimidine-2,4-dione (164 mg, 0.49 mmol) in 20 mL acetonitrile was treated with sodium iodide (134 mg, 0.97 mmol) and potassium carbonate (100 mg, 0.73 mmol) and the reaction was heated at reflux for 16 h. The mixture was cooled to ambient temperature and poured into a separatory finnel containing water (100 mL) and dichloromethane (100 mL) and the layers separated. The aqueo...